From a dataset of the Open Reaction Database (ORD), a public repository of structured organic reaction records. describe an organic reaction: reactants, conditions, products, and yield Reactants: C[Si](C)(C)[N-][Si](C)(C)C, CC(C)CC(Cl)B1OC2CC3CC(C3(C)C)C2(C)O1, [Li+], C1CCOC1. The product is CC(C)CC(B1OC2CC3CC(C3(C)C)C2(C)O1)N([Si](C)(C)C)[Si](C)(C)C. RXN SMILES: [CH3:1][Si:2]([CH3:3])([CH3:4])[N-:5][Si:6]([CH3:7])([CH3:8])[CH3:9].[Cl:11][CH:12]([CH2:13][CH:14]([CH3:15])[CH3:16])[B:17]1[O:18][C:19]2([CH3:29])[CH:20]([O:21]1)[CH2:22][CH:23]1[C:24]([CH3:27])([CH3:28])[CH:25]2[CH2:26]1.[Li+:10].[O:30]1[CH2:31][CH2:32][CH2:33][CH2:34]1>>[CH3:1][Si:2]([CH3:3])([CH3:4])[N:5]([Si:6]([CH3:7])([CH3:8])[CH3:9])[CH:12]([CH2:13][CH:14]([CH3:15])[CH3:16])[B:17]1[O:18][C:19]2([CH3:29])[CH:20]([O:21]1)[CH2:22][CH:23]1[C:24]([CH3:27])([CH3:28])[CH:25]2[CH2:26]1. Yields the product CCOC(=O)c1ccc(C#Cc2ccc3c(c2)C(c2cccc(O)c2)=CCC3(C)C)cc1. As a reaction SMILES: [CH2:42]1[O:43][CH2:44][CH2:45][CH2:46]1.[CH3:1][C:2]1([CH3:41])[c:3]2[cH:4][cH:5][c:6]([C:28]#[C:29][c:30]3[cH:31][cH:32][c:33]([C:34](=[O:35])[O:36][CH2:37][CH3:38])[cH:39][cH:40]3)[cH:7][c:8]2[C:9]([c:12]2[cH:13][c:14]([O:18][Si:19]([CH2:20][CH:21]([CH2:22][CH3:23])[CH2:24][CH3:25])([CH3:26])[CH3:27])[cH:15][cH:16][cH:17]2)=[CH:10][CH2:11]1.[CH3:47][CH2:48][O:49][C:50]([CH3:51])=[O:52]>>[CH3:1][C:2]1([CH3:41])[c:3]2[cH:4][cH:5][c:6]([C:28]#[C:29][c:30]3[cH:31][cH:32][c:33]([C:34](=[O:35])[O:36][CH2:37][CH3:38])[cH:39][cH:40]3)[cH:7][c:8]2[C:9]([c:12]2[cH:13][c:14]([OH:18])[cH:15][cH:16][cH:17]2)=[CH:10][CH2:11]1. The reactants are C1CCOC1, CCOC(=O)c1ccc(C#Cc2ccc3c(c2)C(c2cccc(O[Si](C)(C)CC(CC)CC)c2)=CCC3(C)C)cc1, CCOC(C)=O. Starting materials: C(C1=CC=CC=C1)OC(N(C1C(NC(CC1)=O)=O)CC1=C(C=CC=C1)NC=O)=O ((2-formylaminobenzyl)-(2,6-dioxopiperidin-3-yl) carbamic acid benzyl ester), Br (hydrobromic acid). Solvent: C(C)(=O)O (acetic acid). Yields the product O=C1NC(CCC1NCC1=C(C=CC=C1)NC=O)=O (N-{2-[(2,6-dioxopiperidin-3-ylamino)methyl]phenyl}formamide). RXN SMILES: C(OC(=O)[N:10]([CH2:19][C:20]1[CH:25]=[CH:24][CH:23]=[CH:22][C:21]=1[NH:26][CH:27]=[O:28])[CH:11]1[CH2:16][CH2:15][C:14](=[O:17])[NH:13][C:12]1=[O:18])C1C=CC=CC=1.Br>C(O)(=O)C>[O:18]=[C:12]1[CH:11]([NH:10][CH2:19][C:20]2[CH:25]=[CH:24][CH:23]=[CH:22][C:21]=2[NH:26][CH:27]=[O:28])[CH2:16][CH2:15][C:14](=[O:17])[NH:13]1. Reported procedure: 1.00 g of the product from stage 1 was reacted as described in Example 1, stage 5, with 3 ml of hydrobromic acid in acetic acid (33% HBr). After similar working-up, 0.79 g (91% of theory) of the title compound was obtained in the form of a yellowish solid, which was reacted further without purification. Starting materials: CC(C)C[Al+]CC(C)C, Cc1sc2ncc(C(=O)CC(O)c3ccccc3)n2c1C, Cc1ccccc1, [H-]. Yields the product Cc1sc2ncc(C(O)CC(O)c3ccccc3)n2c1C. Reaction SMILES: [CH2:23]([Al+:24][CH2:25][CH:26]([CH3:27])[CH3:28])[CH:29]([CH3:30])[CH3:31].[CH3:1][c:2]1[c:3]([CH3:21])[n:4]2[c:5]([s:6]1)[n:7][cH:8][c:9]2[C:10]([CH2:11][CH:12]([c:13]1[cH:14][cH:15][cH:16][cH:17][cH:18]1)[OH:19])=[O:20].[CH3:32][c:33]1[cH:34][cH:35][cH:36][cH:37][cH:38]1.[H-:22]>>[CH3:1][c:2]1[c:3]([CH3:21])[n:4]2[c:5]([s:6]1)[n:7][cH:8][c:9]2[CH:10]([CH2:11][CH:12]([c:13]1[cH:14][cH:15][cH:16][cH:17][cH:18]1)[OH:19])[OH:20].